describe an organic reaction: reactants, conditions, products, and yield From a dataset of the Open Reaction Database (ORD), a public repository of structured organic reaction records. Reactants: C(C)(=O)O[C@H]1[C@H](OC2=CC(=CC=C2)Br)SC[C@H]([C@@H]1OC(C)=O)OC(C)=O (3-bromophenyl 2,3,4-tri-O-acetyl-5-thio-β-D-xylopyranoside), VII, C(#N)C1=CC=C(C=N1)B(O)O (6-cyano-3-pyridineboronic acid). The product is C(C)(=O)O[C@H]1[C@H](OC2=CC(=CC=C2)C=2C=NC(=CC2)C#N)SC[C@H]([C@@H]1OC(C)=O)OC(C)=O (3-(6-Cyano-3-pyridinyl)phenyl 2,3,4-tri-O-acetyl-5-thio-β-D-xylopyranoside). Isolated yield 45.0%. As a reaction SMILES: [C:1]([O:4][C@@H:5]1[C@@H:18]([O:19][C:20](=[O:22])[CH3:21])[C@H:17]([O:23][C:24](=[O:26])[CH3:25])[CH2:16][S:15][C@H:6]1[O:7][C:8]1[CH:13]=[CH:12][CH:11]=[C:10](Br)[CH:9]=1)(=[O:3])[CH3:2].[C:27]([C:29]1[N:34]=[CH:33][C:32](B(O)O)=[CH:31][CH:30]=1)#[N:28]>>[C:1]([O:4][C@@H:5]1[C@@H:18]([O:19][C:20](=[O:22])[CH3:21])[C@H:17]([O:23][C:24](=[O:26])[CH3:25])[CH2:16][S:15][C@H:6]1[O:7][C:8]1[CH:13]=[CH:12][CH:11]=[C:10]([C:32]2[CH:33]=[N:34][C:29]([C:27]#[N:28])=[CH:30][CH:31]=2)[CH:9]=1)(=[O:3])[CH3:2]. Procedure: By carrying out the operation analogously to example 3, starting from 3-bromophenyl 2,3,4-tri-O-acetyl-5-thio-β-D-xylopyranoside, obtained according to preparation VII, and 6-cyano-3-pyridineboronic acid, the expected product is obtained in the form of a white solid with a yield of 45%. The reactants are C1(CC1)C1=NC2=CC=CC=C2C(=C1/C=C/C=O)C1=CC=C(C=C1)F ((E)-3-[2-cyclopropyl-4-(4-fluoro-phenyl)-quinolin-3-yl]-propenal), FC(C(=O)O)(F)F.O (trifluoroacetic acid water), 4A, C1(CC1)C1=NC2=CC=CC=C2C(=C1/C=C/C=O)C1=CC=C(C=C1)F ((E)-3-[2-cyclopropyl-4-(4-fluoro-phenyl)-quinolin-3-yl]-propenal), aldehyde, compound, C(C)OC(=CC(=C)O[Si](C)(C)C)O[Si](C)(C)C (1-ethoxy-1,3-bis-trimethylsilanyloxy-buta-1,3-diene), N1=CC=CC2=CC=CC=C12 (Quinoline), C([O-])(O)=O.[Na+] (sodium bicarbonate), C1=CC=C2C(=C1)C=CC(=C2C3=C(C=CC4=CC=CC=C43)O)O ((S)-BINOL), silyloxy aldol adduct, C[C@](CC(=O)O)(CC(=O)SCCNC(=O)CCNC(=O)[C@@H](C(C)(C)COP(=O)(O)OP(=O)(O)OC[C@@H]1[C@H]([C@H]([C@@H](O1)N2C=NC3=C2N=CN=C3N)O)OP(=O)(O)O)O)O (HMG-CoA). Reagents/catalysts: CC([O-])C.[Ti+4].CC([O-])C.CC([O-])C.CC([O-])C (titanium (IV) isopropoxide). Run in O (water), O1CCCC1 (tetrahydrofuran), C(C)(=O)OCC (ethyl acetate), C(C)(=O)OCC.CCCCCC (ethyl acetate hexane). Conditions: time 30 minute. Yields the product C(C)OC(CC(C[C@@H](\C=C\C=1C(=NC2=CC=CC=C2C1C1=CC=C(C=C1)F)C1CC1)O)=O)=O ((E)-(5S)-7-[2-cyclopropyl-4-(4-fluoro-phenyl)-quinolin-3-y]-5-hydroxy-3-oxo-hept-6-enoic acid ethyl ester). The yield is 94.0%. RXN SMILES: [CH:1]1([C:4]2[C:13](/[CH:14]=[CH:15]/[CH:16]=[O:17])=[C:12]([C:18]3[CH:23]=[CH:22][C:21]([F:24])=[CH:20][CH:19]=3)[C:11]3[C:6](=[CH:7][CH:8]=[CH:9][CH:10]=3)[N:5]=2)[CH2:3][CH2:2]1.N1C2C(=CC=CC=2)C=CC=1.C[C@@](O)(CC(SCCNC(CCNC([C@H](O)C(COP(OP(OC[C@H]1O[C@@H](N2C3N=CN=C(N)C=3N=C2)[C@H](O)[C@@H]1OP(O)(O)=O)(O)=O)(O)=O)(C)C)=O)=O)=O)CC(O)=O.C1C=C2C=CC(O)=C(C3C4C(=CC=CC=4)C=CC=3O)C2=CC=1.[CH2:115]([O:117][C:118]([O:127][Si](C)(C)C)=[CH:119][C:120]([O:122][Si](C)(C)C)=[CH2:121])[CH3:116].FC(F)(F)C(O)=O.O.C(=O)(O)[O-].[Na+]>CC(C)[O-].[Ti+4].CC(C)[O-].CC(C)[O-].CC(C)[O-].C(OCC)(=O)C.O.C(OCC)(=O)C.CCCCCC.O1CCCC1>[CH2:115]([O:117][C:118](=[O:127])[CH2:119][C:120](=[O:122])[CH2:121][C@H:16]([OH:17])/[CH:15]=[CH:14]/[C:13]1[C:4]([CH:1]2[CH2:3][CH2:2]2)=[N:5][C:6]2[C:11]([C:12]=1[C:18]1[CH:19]=[CH:20][C:21]([F:24])=[CH:22][CH:23]=1)=[CH:10][CH:9]=[CH:8][CH:7]=2)[CH3:116] |f:5.6,7.8,9.10.11.12.13,16.17|. Procedure details: To a dry 500 mL flask under nitrogen atmosphere are charged 25.4 g of (E)-3-[2-cyclopropyl-4-(4-fluoro-phenyl)-quinolin-3-yl]-propenal, prepared according to a process described in “Synthesis and Biological Evaluations of Quinoline-based HMG-CoA Reductase Inhibitors”, Bioorganic Med. Chem., Vol. 9, pp. 2727-2743 (2001), 0.080 mole, 0.91 g (S)-BINOL (4 mole %) and 5 g of molecular sieves (4A activated powder). 200 mL of anhydrous tetrahydrofuran is added and the mixture is stirred for 40 minutes ... Reactants: O1C(=NCC1)[C@@H](C)NC(=O)C1=CN(C2=NC=C(N=C21)C2=NN(C1=CC(=CC=C21)F)C)COCC[Si](C)(C)C (2-(6-fluoro-1-methyl-1H-indazol-3-yl)-5-(2-trimethylsilanylethoxymethyl)-5H-pyrrolo[2,3-b]pyrazine-7-carboxylic acid [(R)-1-(4,5-dihydro-oxazol-2-yl)-ethyl]-amide), [F-].C(CCC)[N+](CCCC)(CCCC)CCCC (tetrabutylammonium fluoride). Conditions: temperature 60 celsius, time 8 hour. The product is O1C(=NCC1)[C@@H](C)NC(=O)C1=CNC2=NC=C(N=C21)C2=NN(C1=CC(=CC=C21)F)C (2-(6-fluoro-1-methyl-1H-indazol-3-yl)-5H-pyrrolo[2,3-b]pyrazine-7-carboxylic acid [(R)-1-(4,5-dihydro-oxazol-2-yl)-ethyl]-amide). The yield is 41.4%. Reaction SMILES: [O:1]1[CH2:5][CH2:4][N:3]=[C:2]1[C@H:6]([NH:8][C:9]([C:11]1[C:19]2[C:14](=[N:15][CH:16]=[C:17]([C:20]3[C:28]4[C:23](=[CH:24][C:25]([F:29])=[CH:26][CH:27]=4)[N:22]([CH3:30])[N:21]=3)[N:18]=2)[N:13](COCC[Si](C)(C)C)[CH:12]=1)=[O:10])[CH3:7].[F-].C([N+](CCCC)(CCCC)CCCC)CCC>>[O:1]1[CH2:5][CH2:4][N:3]=[C:2]1[C@H:6]([NH:8][C:9]([C:11]1[C:19]2[C:14](=[N:15][CH:16]=[C:17]([C:20]3[C:28]4[C:23](=[CH:24][C:25]([F:29])=[CH:26][CH:27]=4)[N:22]([CH3:30])[N:21]=3)[N:18]=2)[NH:13][CH:12]=1)=[O:10])[CH3:7] |f:1.2|. Procedure details: In a small vial, 2-(6-fluoro-1-methyl-1H-indazol-3-yl)-5-(2-trimethylsilanylethoxymethyl)-5H-pyrrolo[2,3-b]pyrazine-7-carboxylic acid [(R)-1-(4,5-dihydro-oxazol-2-yl)-ethyl]-amide (85 mg, 0.16 mmol) was dissolved in tetrabutylammonium fluoride (1.0 M in THF, 1.6 ml, 1.6 mmol). The yellow reaction mixture was stirred at 60° C. overnight then cooled to room temperature, quenched with water and extracted with EtOAc (2×). The combined organic layers were washed with water and brine then dried over s... The reactants are FC(S(=O)(=O)O[Si](C)(C)C)(F)F (trimethylsilyl trifluoromethanesulfonate), C(C)(C)(C)OC(=O)N(OC(=O)OC(C)(C)C)C\C=C/C1=CC(=CC=C1)C1=NOC(C1)C1=CC=C(C=C1)F ((Z)-N,O-di-tert-butoxycarbonyl-N-[3-(3-[4,5-dihydro-5-(4-fluorophenyl)isoxazol-3-yl]phenyl)-2-propen-1-yl]-N-hydroxylamine), ice. Solvent: C(Cl)Cl (CH2Cl2). Conditions: time 1.5 hour. Product: FC1=CC=C(C=C1)C1CC(=NO1)C=1C=C(C=CC1)\C=C/CNO ((Z)-N-[3-(3-[4,5-dihydro-5-(4-fluorophenyl)isoxazol-3-yl]phenyl)-2-propen-1-yl]-N-hydroxylamine). The yield is 93.0%. Reaction SMILES: C(OC([N:8]([CH2:17]/[CH:18]=[CH:19]\[C:20]1[CH:25]=[CH:24][CH:23]=[C:22]([C:26]2[CH2:30][CH:29]([C:31]3[CH:36]=[CH:35][C:34]([F:37])=[CH:33][CH:32]=3)[O:28][N:27]=2)[CH:21]=1)[O:9]C(OC(C)(C)C)=O)=O)(C)(C)C.FC(F)(F)S(O[Si](C)(C)C)(=O)=O>C(Cl)Cl>[F:37][C:34]1[CH:33]=[CH:32][C:31]([CH:29]2[O:28][N:27]=[C:26]([C:22]3[CH:21]=[C:20](/[CH:19]=[CH:18]\[CH2:17][NH:8][OH:9])[CH:25]=[CH:24][CH:23]=3)[CH2:30]2)=[CH:36][CH:35]=1. Procedure details: To a solution of the product of Step 4, above (16, 3.2 g, 6.2 mmol) in CH2Cl2 (30 ml) cooled to 0° C., was slowly added trimethylsilyl trifluoromethanesulfonate (2.5 ml, 13.4 mmol) under a nitrogen atmosphere. The reaction mixture was allowed to warm to room temperature and was stirred for 1.5 hours. The reaction mixture was poured carefully into ice cold water (30 ml), the organic layer was separated and the aqueous layer was extracted with CH2Cl2 (30 ml×3). The combined extracts were washed wi... Starting materials: [Al+3], [H-], [H-], [H-], [H-], [Li+], NC(=O)c1ccc(N)nc1, [Na+], C1CCOC1, [OH-], O. The product is NCc1ccc(N)nc1. RXN SMILES: [Al+3:2].[H-:1].[H-:4].[H-:5].[H-:6].[Li+:3].[NH2:7][c:8]1[n:9][cH:10][c:11]([C:12](=[O:13])[NH2:14])[cH:15][cH:16]1.[Na+:19].[O:20]1[CH2:21][CH2:22][CH2:23][CH2:24]1.[OH-:18].[OH2:17]>>[NH2:7][c:8]1[n:9][cH:10][c:11]([CH2:12][NH2:14])[cH:15][cH:16]1. Reactants: C(C1=CC=CC=C1)OC1=CC=C(C=C1)C(C1=C(C=CC=C1)N1CCCCC1)NC(=O)CC1=CC=C(C(=O)O)C=C1 (4-{N-[α-(4-benzyloxyphenyl)-2-piperidino-benzyl]-aminocarbonylmethyl}-benzoic acid). The reagents and catalysts are [Pd] (palladium/charcoal). The solvent is C(C)O (ethanol). Product: OC1=CC=C(C=C1)C(C1=C(C=CC=C1)N1CCCCC1)NC(=O)CC1=CC=C(C(=O)O)C=C1 (4-{N-[α-(4-Hydroxy-phenyl)-2-piperidino-benzyl]-aminocarbonylmethyl}-benzoic acid). RXN SMILES: C([O:8][C:9]1[CH:14]=[CH:13][C:12]([CH:15]([NH:28][C:29]([CH2:31][C:32]2[CH:40]=[CH:39][C:35]([C:36]([OH:38])=[O:37])=[CH:34][CH:33]=2)=[O:30])[C:16]2[CH:21]=[CH:20][CH:19]=[CH:18][C:17]=2[N:22]2[CH2:27][CH2:26][CH2:25][CH2:24][CH2:23]2)=[CH:11][CH:10]=1)C1C=CC=CC=1>C(O)C.[Pd]>[OH:8][C:9]1[CH:14]=[CH:13][C:12]([CH:15]([NH:28][C:29]([CH2:31][C:32]2[CH:33]=[CH:34][C:35]([C:36]([OH:38])=[O:37])=[CH:39][CH:40]=2)=[O:30])[C:16]2[CH:21]=[CH:20][CH:19]=[CH:18][C:17]=2[N:22]2[CH2:27][CH2:26][CH2:25][CH2:24][CH2:23]2)=[CH:11][CH:10]=1. Procedure: An amount of 1.1 gm (2 m mol) of 4-{N-[α-(4-benzyloxyphenyl)-2-piperidino-benzyl]-aminocarbonylmethyl}-benzoic acid was suspended in 200 ml of ethanol and catalytically debenzylated at 50° C., under a hydrogen pressure of 5 bar, in the presence of 0.4 gm of 10% palladium/charcoal. Then, the catalyst was filtered off, and the filtrate was concentrated by evaporation and recrystallized from acetonitrile.